Dataset: the Open Reaction Database (ORD), a public repository of structured organic reaction records. Task: describe an organic reaction: reactants, conditions, products, and yield Reactants: C(C)(C)(C)OC(=O)N[C@@H](C(=O)O)CO ((2R)-2-[(tert-butoxycarbonyl)amino]-3-hydroxypropanoic acid), O1CCCC=C1 (dihydropyran). The reagents and catalysts are C1(=CC=C(C=C1)S(=O)(=O)O)C (p-toluensulfonic acid), N1=CC=CC=C1 (pyridine). The solvent is ClCCl (dichloromethane). Reaction conditions: time 8 hour. Product: C(C)(C)(C)OC(=O)N[C@@H](C(=O)O)COC1OCCCC1 ((2R)-2-[(tert-butoxycarbonyl)amino]-3-(tetrahydro-2H-pyran-2-yloxy)propanoic acid). Isolated yield 141.1%. RXN SMILES: [C:1]([O:5][C:6]([NH:8][C@H:9]([CH2:13][OH:14])[C:10]([OH:12])=[O:11])=[O:7])([CH3:4])([CH3:3])[CH3:2].[O:15]1[CH:20]=[CH:19][CH2:18][CH2:17][CH2:16]1>ClCCl.C1(C)C=CC(S(O)(=O)=O)=CC=1.N1C=CC=CC=1>[C:1]([O:5][C:6]([NH:8][C@H:9]([CH2:13][O:14][CH:16]1[CH2:17][CH2:18][CH2:19][CH2:20][O:15]1)[C:10]([OH:12])=[O:11])=[O:7])([CH3:4])([CH3:3])[CH3:2]. Reported procedure: To a stirred solution of 2.32 g (0.012 mol) of p-toluensulfonic acid and 0.95 g (0.012 mol) of pyridine in 250 mL of dichloromethane, 25.0 g (0.12 mol) of Intermediate 1 was added. Then, 24.22 g (0.29 mol) of dihydropyran was added dropwise and the resulting mixture was stirred overnight at room temperature. The solvent was removed under vacuum and the residue was redissolved in ethyl acetate (350 mL). The organic phase was washed with water (2×250 mL) and dried over sodium sulphate. The solvent... As a reaction SMILES: [ClH:1].Cl.O[NH:4][C:5]([C:7]1[CH:15]=[CH:14][CH:13]=[C:12]2[C:8]=1[CH2:9][CH2:10][C:11]2=[N:16][N:17]1[CH:21]=[C:20]([C:22]2[CH:27]=[CH:26][C:25]([Cl:28])=[CH:24][CH:23]=2)[N:19]=[C:18]1[NH2:29])=[NH:6]>[Ni].CO.O>[ClH:28].[ClH:1].[C:5]([C:7]1[CH:15]=[CH:14][CH:13]=[C:12]2[C:8]=1[CH2:9][CH2:10][C:11]2=[N:16][N:17]1[CH:21]=[C:20]([C:22]2[CH:23]=[CH:24][C:25]([Cl:28])=[CH:26][CH:27]=2)[N:19]=[C:18]1[NH2:29])(=[NH:4])[NH2:6] |f:0.1.2,6.7.8|. Yields the product Cl.Cl.C(N)(=N)C1=C2CCC(C2=CC=C1)=NN1C(=NC(=C1)C1=CC=C(C=C1)Cl)N (1-[4-(Amidino)-2,3-dihydro-1H-inden- 1-ylideneamino]-2-amino-4-(4-chlorophenyl)-imidazole dihydrochloride), monohydrate. The reagents and catalysts are [Ni] (Raney nickel). Starting materials: Cl.Cl.ONC(=N)C1=C2CCC(C2=CC=C1)=NN1C(=NC(=C1)C1=CC=C(C=C1)Cl)N (1-[4-(N-hydroxyamidino)-2,3-dihydro-1H-inden-1-ylideneamino]-2-amino-4-(4-chlorophenyl)-irnidazole dihydrochloride). The solvent is CO (methanol), O (water). Procedure details: Analogously to Example 2, 0.2 g of Raney nickel is added to a solution of 1.0 g (2.024 mmol) of 1-[4-(N-hydroxyamidino)-2,3-dihydro-1H-inden-1-ylideneamino]-2-amino-4-(4-chlorophenyl)-irnidazole dihydrochloride in 35 ml of methanol and 20 ml of water, and hydrogenation is carried out at room temperature and under normal pressure until the absorption of hydrogen has ceased. The reaction mixture is then diluted with 50 ml of methanol and filtered. The filtrate is adjusted to pH 3 with a small amou... RXN SMILES: [F:1][CH2:2][C:3]([CH3:12])([CH3:11])[C:4](=O)[C:5]([O:7][CH2:8][CH3:9])=[O:6].[CH3:13][C:14]([S@@:17]([NH2:19])=[O:18])([CH3:16])[CH3:15]>C1COCC1.CCOC(C)=O.[Na+].[Cl-].C(O[Ti](OCC)(OCC)OCC)C>[C:14]([S@@:17]([N:19]=[C:4]([C:3]([CH3:12])([CH3:11])[CH2:2][F:1])[C:5]([O:7][CH2:8][CH3:9])=[O:6])=[O:18])([CH3:16])([CH3:15])[CH3:13] |f:4.5|. Conditions: temperature 65 celsius, time 0.5 hour. The solvent is CCOC(=O)C (EtOAc), [Na+].[Cl-] (NaCl), C1CCOC1 (THF). The reactants are FCC(C(C(=O)OCC)=O)(C)C (ethyl 4-fluoro-3,3-dimethyl-2-oxobutanoate), CC(C)(C)[S@](=O)N ((S)-2-methylpropane-2-sulfinamide). Isolated yield 30.2%. Yields the product C(C)(C)(C)[S@](=O)N=C(C(=O)OCC)C(CF)(C)C ((S)-ethyl 2-(tert-butylsulfinylimino)-4-fluoro-3,3-dimethylbutanoate). Procedure: To a solution of ethyl 4-fluoro-3,3-dimethyl-2-oxobutanoate (2.3 g, 13.05 mmol) in THF (20 mL) was added (S)-2-methylpropane-2-sulfinamide (1.899 g, 15.67 mmol) and tetraethoxytitanium (5.91 mL, 26.1 mmol). The reaction mixture was heated at 65° C. for 6 h. The reaction mixture was cooled down, diluted with EtOAc and sat. NaCl (40 mL) and stirred at rt for 0.5 h. The solid was filtered and washed with water and EtOAc. The filtrate was separated and the organic layer was washed with water, sat. N... The reagents and catalysts are C(C)O[Ti](OCC)(OCC)OCC (tetraethoxytitanium). Reactants: BrC=1C=NC=NC1 (5-bromopyrimidine), CC1=C(C=CC=C1)B(O)O (2-methylphenylboronic acid), C([O-])([O-])=O.[Na+].[Na+] (sodium carbonate). The reagents and catalysts are [Pd] (palladium on charcoal). The product is CC1=C(C=CC=C1)C=1C=NC=NC1 (5-(2-methylphenyl)pyrimidine). Yield: 98.9%. As a reaction SMILES: Br[C:2]1[CH:3]=[N:4][CH:5]=[N:6][CH:7]=1.[CH3:8][C:9]1[CH:14]=[CH:13][CH:12]=[CH:11][C:10]=1B(O)O.C(=O)([O-])[O-].[Na+].[Na+]>[Pd]>[CH3:8][C:9]1[CH:14]=[CH:13][CH:12]=[CH:11][C:10]=1[C:2]1[CH:3]=[N:4][CH:5]=[N:6][CH:7]=1 |f:2.3.4|. Reported procedure: A suspension of 5-bromopyrimidine(1.52 g),2-methylphenylboronic acid (1.43 g), sodium carbonate (3.04 g) and 10% palladium on charcoal (50% wet, 0.85 g) was refluxed for 24 hours. The mixture was filtered and the filtrate was concentrated under reduced pressure. To the residue ethyl acetate was added and the mixture was washed with water and brine. The separated organic layer was dried over magnesium sulfate and evaporated under pressure to give 5-(2-methylphenyl)pyrimidine (1.61 g, 98.7%). Starting materials: N=C(C)NNC(=O)C=1SC=C(N1)C1=CC=C(C=C1)OC(F)(F)F (N′-(1-iminoethyl)-4-(4-(trifluoromethoxy)phenyl)thiazole-2-carbohydrazide), O (H2O). Run in C(CO)O (ethylene glycol). Product: CC1=NC(=NN1)C=1SC=C(N1)C1=CC=C(C=C1)OC(F)(F)F (2-(5-methyl-1H-1,2,4-triazol-3-yl)-4-(4-(trifluoromethoxy)phenyl)thiazole). Yield: 89.2%. Reaction SMILES: [NH:1]=[C:2]([NH:4][NH:5][C:6]([C:8]1[S:9][CH:10]=[C:11]([C:13]2[CH:18]=[CH:17][C:16]([O:19][C:20]([F:23])([F:22])[F:21])=[CH:15][CH:14]=2)[N:12]=1)=O)[CH3:3].O>C(O)CO>[CH3:3][C:2]1[NH:4][N:5]=[C:6]([C:8]2[S:9][CH:10]=[C:11]([C:13]3[CH:18]=[CH:17][C:16]([O:19][C:20]([F:23])([F:22])[F:21])=[CH:15][CH:14]=3)[N:12]=2)[N:1]=1. Reported procedure: A solution of N′-(1-iminoethyl)-4-(4-(trifluoromethoxy)phenyl)thiazole-2-carbohydrazide (10.0 g, 33.0 mmol) in ethylene glycol (20 mL) was stirred at 180° C. for 2 h. After cooling to RT, H2O (100 mL) was added and the mixture was extracted with EtOAc (2×100 mL). The combined organic layers were washed with brine (100 mL), dried over Na2SO4, filtered and concentrated under reduced pressure; the residue was purified by silica gel column chromatography (Petroleum ether:EtOAc=5:1) to afford the tit... Starting materials: Cc1oc2ccccc2c1B1OC(C)(C)C(C)(C)O1, CC(=O)[O-], CC#N, CCOC(C)=O, CC(C)(C(N)=O)N1CCN(Cc2cc3nc(Cl)nc(N4CCOCC4)c3s2)CC1, [K+], [Na+], [Na+], O=C([O-])[O-], O. The product is Cc1oc2ccccc2c1-c1nc(N2CCOCC2)c2sc(CN3CCN(C(C)(C)C(N)=O)CC3)cc2n1. As a reaction SMILES: [CH3:30][C:31]1([CH3:32])[C:33]([CH3:34])([CH3:35])[O:36][B:37]([c:38]2[c:39]([CH3:47])[o:40][c:41]3[c:42]2[cH:43][cH:44][cH:45][cH:46]3)[O:48]1.[CH3:56][C:57](=[O:58])[O-:59].[CH3:60][C:61]#[N:62].[CH3:64][CH2:65][O:66][C:67]([CH3:68])=[O:69].[Cl:1][c:2]1[n:3][c:4]([N:24]2[CH2:25][CH2:26][O:27][CH2:28][CH2:29]2)[c:5]2[c:6]([n:7]1)[cH:8][c:9]([CH2:11][N:12]1[CH2:13][CH2:14][N:15]([C:18]([C:19](=[O:20])[NH2:21])([CH3:22])[CH3:23])[CH2:16][CH2:17]1)[s:10]2.[K+:55].[Na+:49].[Na+:50].[O-:51][C:52](=[O:53])[O-:54].[OH2:63]>>[c:2]1(-[c:38]2[c:39]([CH3:47])[o:40][c:41]3[c:42]2[cH:43][cH:44][cH:45][cH:46]3)[n:3][c:4]([N:24]2[CH2:25][CH2:26][O:27][CH2:28][CH2:29]2)[c:5]2[c:6]([n:7]1)[cH:8][c:9]([CH2:11][N:12]1[CH2:13][CH2:14][N:15]([C:18]([C:19](=[O:20])[NH2:21])([CH3:22])[CH3:23])[CH2:16][CH2:17]1)[s:10]2. Starting materials: O=C(NC(Cc1ccccc1)C(O)CCl)OCc1ccccc1, CCO, [K+], [OH-]. The product is O=C(NC(Cc1ccccc1)C1CO1)OCc1ccccc1. Reaction SMILES: [C:3](=[O:4])([O:5][CH2:6][c:7]1[cH:8][cH:9][cH:10][cH:11][cH:12]1)[NH:13][CH:14]([CH:15]([CH2:16][Cl:17])[OH:18])[CH2:19][c:20]1[cH:21][cH:22][cH:23][cH:24][cH:25]1.[CH3:26][CH2:27][OH:28].[K+:2].[OH-:1]>>[C:3](=[O:4])([O:5][CH2:6][c:7]1[cH:8][cH:9][cH:10][cH:11][cH:12]1)[NH:13][CH:14]([CH:15]1[CH2:16][O:18]1)[CH2:19][c:20]1[cH:21][cH:22][cH:23][cH:24][cH:25]1. Yields the product CCOC(=O)N1CCN(C2=Nc3ccccc3Cc3nccn32)CC1. Reactants: O=C([O-])[O-], CC#N, [K+], [K+], N#CBr, CCOC(=O)N1CCN(C(=S)Nc2ccccc2Cc2ncc[nH]2)CC1. Reaction SMILES: [C:27](=[O:28])([O-:29])[O-:30].[CH3:36][C:37]#[N:38].[K+:31].[K+:32].[N:33]#[C:34][Br:35].[nH:1]1[c:2]([CH2:6][c:7]2[c:8]([NH:13][C:14](=[S:15])[N:16]3[CH2:17][CH2:18][N:19]([C:22](=[O:23])[O:24][CH2:25][CH3:26])[CH2:20][CH2:21]3)[cH:9][cH:10][cH:11][cH:12]2)[n:3][cH:4][cH:5]1>>[n:1]1[c:2]2[n:3]([cH:4][cH:5]1)[C:14]([N:16]1[CH2:17][CH2:18][N:19]([C:22](=[O:23])[O:24][CH2:25][CH3:26])[CH2:20][CH2:21]1)=[N:13][c:8]1[c:7]([cH:12][cH:11][cH:10][cH:9]1)[CH2:6]2. Reactants: [Li]c1ccccc1OC, CON(C)C(=O)c1ccc(Cl)nc1Cl, C1CCOC1. Product: COc1ccccc1C(=O)c1ccc(Cl)nc1Cl. RXN SMILES: [CH3:15][O:16][c:17]1[c:18]([Li:23])[cH:19][cH:20][cH:21][cH:22]1.[Cl:1][c:2]1[c:3]([C:4](=[O:5])[N:6]([O:7][CH3:8])[CH3:9])[cH:10][cH:11][c:12]([Cl:14])[n:13]1.[O:24]1[CH2:25][CH2:26][CH2:27][CH2:28]1>>[Cl:1][c:2]1[c:3]([C:4](=[O:5])[c:18]2[c:17]([O:16][CH3:15])[cH:22][cH:21][cH:20][cH:19]2)[cH:10][cH:11][c:12]([Cl:14])[n:13]1.